Dataset: the Open Reaction Database (ORD), a public repository of structured organic reaction records. Task: describe an organic reaction: reactants, conditions, products, and yield Reactants: CC(C)(C)OC(=O)NC1(C=Cc2ccc(Br)cc2)COC(C)(C)OC1, C#CCCCOCc1ccccc1, C1CCOC1, CCN(C(C)C)C(C)C, [Cu]I, c1ccc(P(c2ccccc2)(c2ccccc2)[Pd](P(c2ccccc2)(c2ccccc2)c2ccccc2)(P(c2ccccc2)(c2ccccc2)c2ccccc2)P(c2ccccc2)(c2ccccc2)c2ccccc2)cc1. The product is CC(C)(C)OC(=O)NC1(C=Cc2ccc(C#CCCCOCc3ccccc3)cc2)COC(C)(C)OC1. Reaction SMILES: [C:1]([CH3:2])([CH3:3])([CH3:4])[O:5][C:6](=[O:7])[NH:8][C:9]1([CH:17]=[CH:18][c:19]2[cH:20][cH:21][c:22]([Br:25])[cH:23][cH:24]2)[CH2:10][O:11][C:12]([CH3:15])([CH3:16])[O:13][CH2:14]1.[CH2:26]([c:27]1[cH:28][cH:29][cH:30][cH:31][cH:32]1)[O:33][CH2:34][CH2:35][CH2:36][C:37]#[CH:38].[CH2:48]1[O:49][CH2:50][CH2:51][CH2:52]1.[CH:39]([N:40]([CH2:41][CH3:42])[CH:43]([CH3:44])[CH3:45])([CH3:46])[CH3:47].[Cu:53][I:54].[cH:55]1[cH:56][cH:57][c:58]([P:59]([Pd:60]([P:61]([c:62]2[cH:63][cH:64][cH:65][cH:66][cH:67]2)([c:68]2[cH:69][cH:70][cH:71][cH:72][cH:73]2)[c:74]2[cH:75][cH:76][cH:77][cH:78][cH:79]2)([P:80]([c:81]2[cH:82][cH:83][cH:84][cH:85][cH:86]2)([c:87]2[cH:88][cH:89][cH:90][cH:91][cH:92]2)[c:93]2[cH:94][cH:95][cH:96][cH:97][cH:98]2)[P:99]([c:100]2[cH:101][cH:102][cH:103][cH:104][cH:105]2)([c:106]2[cH:107][cH:108][cH:109][cH:110][cH:111]2)[c:112]2[cH:113][cH:114][cH:115][cH:116][cH:117]2)([c:118]2[cH:119][cH:120][cH:121][cH:122][cH:123]2)[c:124]2[cH:125][cH:126][cH:127][cH:128][cH:129]2)[cH:130][cH:131]1>>[C:1]([CH3:2])([CH3:3])([CH3:4])[O:5][C:6](=[O:7])[NH:8][C:9]1([CH:17]=[CH:18][c:19]2[cH:20][cH:21][c:22]([C:38]#[C:37][CH2:36][CH2:35][CH2:34][O:33][CH2:26][c:27]3[cH:28][cH:29][cH:30][cH:31][cH:32]3)[cH:23][cH:24]2)[CH2:10][O:11][C:12]([CH3:15])([CH3:16])[O:13][CH2:14]1. Reactants: O(C(=O)OC(C)(C)C)C(=O)OC(C)(C)C (BOC2O), C(=O)(O)[O-].[Na+] (NaHCO3), IC1=C(N=C(S1)N)C (5-iodo-4-methyl-thiazol-2-ylamine), [NH4+].[Cl-] (NH4Cl). Reagents/catalysts: CN(C)C=1C=CN=CC1 (DMAP). Run in CC(C)(C)O (tBuOH). Reaction conditions: time 18 hour. The product is C(C)(C)(C)OC(NC=1SC(=C(N1)C)I)=O ((5-Iodo-4-methyl-thiazol-2-yl)-carbamic acid tert-butyl ester). Yield: 58.4%. RXN SMILES: [I:1][C:2]1[S:6][C:5]([NH2:7])=[N:4][C:3]=1[CH3:8].[O:9](C(OC(C)(C)C)=O)[C:10]([O:12][C:13]([CH3:16])([CH3:15])[CH3:14])=O.C([O-])(O)=O.[Na+].[NH4+].[Cl-]>CC(O)(C)C.CN(C1C=CN=CC=1)C>[C:13]([O:12][C:10](=[O:9])[NH:7][C:5]1[S:6][C:2]([I:1])=[C:3]([CH3:8])[N:4]=1)([CH3:16])([CH3:15])[CH3:14] |f:2.3,4.5|. Procedure: The above prepared 5-iodo-4-methyl-thiazol-2-ylamine (2.768 g, 12 mmol) was dissolved in 30 mL of tBuOH and treated successively with BOC2O (3.02 g, 1.2 eq.), DMAP (0.141 g, 0.1 eq.), and NaHCO3 (3.39 g, 3.5 eq.). After stirring for 18 h at ambient temperature, the reaction mixture was poured onto icewater/NH4Cl, twofold extracted with ethyl acetate, washed with water and brine, dried over magnesium sulfate, and evaporated to dryness. Ensuing flash chromatography (SiO2, hexane/ethyl acetate=8/2)... The reactants are [Na] (sodium), [Na] (sodium), C(#C)C1(CCCCC1)O (1-ethynylcyclohexanol), ClC(=O)OC (methyl chloroformate). Solvent: C1(=CC=CC=C1)C (toluene), C1=CC=CC=C1 (benzene), C1=CC=CC=C1 (benzene). The product is C(OC)(OC1(CCCCC1)C#C)=O (methyl 1-ethynylcyclohexyl carbonate). As a reaction SMILES: [C:1]([C:3]1([OH:9])[CH2:8][CH2:7][CH2:6][CH2:5][CH2:4]1)#[CH:2].[Na].Cl[C:12]([O:14][CH3:15])=[O:13]>C1C=CC=CC=1.C1(C)C=CC=CC=1>[C:12](=[O:13])([O:9][C:3]1([C:1]#[CH:2])[CH2:8][CH2:7][CH2:6][CH2:5][CH2:4]1)[O:14][CH3:15] |^1:9|. Reported procedure: A solution of 36.0 gm of 1-ethynylcyclohexanol in 50 ml of benzene was slowly added drop-by-drop to an agitated suspension, cooled to 0° to 5° C., of 5.5 gm of finely distributed sodium in 50 ml of absolute toluene and 250 ml of benzene, and was agitated at room temperature until reaction had been completed. 26.0 gm of methyl chloroformate were added under cooling to the sodium salt which has been formed. The mixture was allowed to react for 12 hours at room temperature and was washed several ti... Starting materials: CI, CN(C)C=O, COC(=O)c1ccc2[nH]ccc2c1. Yields the product COC(=O)c1ccc2c(ccn2C)c1. Reaction SMILES: [CH3:14][I:15].[O:16]=[CH:17][N:18]([CH3:19])[CH3:20].[nH:1]1[cH:2][cH:3][c:4]2[cH:5][c:6]([C:10](=[O:11])[O:12][CH3:13])[cH:7][cH:8][c:9]12>>[n:1]1([CH3:14])[cH:2][cH:3][c:4]2[cH:5][c:6]([C:10](=[O:11])[O:12][CH3:13])[cH:7][cH:8][c:9]12.